This data is from the Open Reaction Database (ORD), a public repository of structured organic reaction records. The task is: describe an organic reaction: reactants, conditions, products, and yield Reaction SMILES: [BrH:6].[BrH:7].[CH3:38][N:39]([CH3:40])[CH:41]=[O:42].[Cl:1][CH2:2][C:3]([CH3:4])=[O:5].[F:8][c:9]1[cH:10][cH:11][c:12]([CH2:15][n:16]2[c:17]([NH:25][CH:26]3[CH2:27][CH2:28][NH:29][CH2:30][CH2:31]3)[n:18][c:19]3[c:20]2[cH:21][cH:22][cH:23][cH:24]3)[cH:13][cH:14]1.[Na+:32].[Na+:33].[O-:34][C:35](=[O:36])[O-:37]>>[CH2:2]([C:3]([CH3:4])=[O:5])[N:29]1[CH2:28][CH2:27][CH:26]([NH:25][c:17]2[n:16]([CH2:15][c:12]3[cH:11][cH:10][c:9]([F:8])[cH:14][cH:13]3)[c:20]3[c:19]([n:18]2)[cH:24][cH:23][cH:22][cH:21]3)[CH2:31][CH2:30]1. Yields the product CC(=O)CN1CCC(Nc2nc3ccccc3n2Cc2ccc(F)cc2)CC1. Starting materials: Br, Br, CN(C)C=O, CC(=O)CCl, Fc1ccc(Cn2c(NC3CCNCC3)nc3ccccc32)cc1, [Na+], [Na+], O=C([O-])[O-]. Procedure: A solution of 4-benzyl-5-ethoxycarbonylmethyl-2,2-dimethyl-oxazolidine-3-carboxylic acid tert-butyl ester (48 g, 0.12 mol) in dry toluene was stirred at −78° C. during the addition of 1M diisobutyl aluminium hydride in toluene (165 ml, 165 mmol). The resulting mixture was stirred at −78° C. for 4 hours and ethyl acetate (60 ml) was then added. After 30 minutes, the mixture was allowed to warm to room temperature and a solution of potassium sodium L-tartrate tetrahydrate (250 g, mmoL) in water (8... The reactants are O.O.O.O.C(=O)([O-])[C@H](O)[C@@H](O)C(=O)[O-].[Na+].[K+] (potassium sodium L-tartrate tetrahydrate), C(C)(C)(C)OC(=O)N1C(OC(C1CC1=CC=CC=C1)CC(=O)OCC)(C)C (4-benzyl-5-ethoxycarbonylmethyl-2,2-dimethyl-oxazolidine-3-carboxylic acid tert-butyl ester), [H-].C(C(C)C)[Al+]CC(C)C (diisobutyl aluminium hydride), C(C)(=O)OCC (ethyl acetate). Product: C(C)(C)(C)OC(=O)N1C(OCC1(CC1=CC=CC=C1)CC=O)(C)C (4-benzyl-2,2-dimethyl-(2-oxo-ethyl)-oxazolidine-3-carboxylic acid tert-butyl ester). RXN SMILES: [C:1]([O:5][C:6]([N:8]1[CH:12]([CH2:13][C:14]2[CH:19]=[CH:18][CH:17]=[CH:16][CH:15]=2)[CH:11](CC(OCC)=O)[O:10][C:9]1([CH3:27])[CH3:26])=[O:7])([CH3:4])([CH3:3])[CH3:2].[H-].C([Al+]CC(C)C)C(C)C.[C:38](OCC)(=[O:40])[CH3:39].O.O.O.O.C([C@@H]([C@H](C([O-])=O)O)O)([O-])=O.[Na+].[K+]>C1(C)C=CC=CC=1.O>[C:1]([O:5][C:6]([N:8]1[C:12]([CH2:39][CH:38]=[O:40])([CH2:13][C:14]2[CH:15]=[CH:16][CH:17]=[CH:18][CH:19]=2)[CH2:11][O:10][C:9]1([CH3:27])[CH3:26])=[O:7])([CH3:3])([CH3:4])[CH3:2] |f:1.2,4.5.6.7.8.9.10|. Solvent: O (water), C1(=CC=CC=C1)C (toluene), C1(=CC=CC=C1)C (toluene). Conditions: temperature -78 celsius, time 4 hour.